Task: describe an organic reaction: reactants, conditions, products, and yield. Dataset: the Open Reaction Database (ORD), a public repository of structured organic reaction records Starting materials: IC1=CC(=NN1C)C(=O)N1CCN(CC1)C1=NC=NC(=C1)OCC(C)C ((5-iodo-1-methyl-1H-pyrazol-3-yl) (4-(6-isobutoxypyrimidin-4-yl)piperazin-1-yl)methanone), COC1=CC=C(C=N1)B(O)O ((6-methoxypyridin-3-yl)boronic acid), C1(=CC=CC=C1)P(C1=CC=CC=C1)C1=CC=CC=C1 (triphenylphosphine), C([O-])([O-])=O.[Na+].[Na+] (sodium carbonate). The reagents and catalysts are C(C)(=O)[O-].[Pd+2].C(C)(=O)[O-] (palladium acetate). The solvent is O1CCOCC1.C1CCOC1.O (dioxane THF water). Conditions: temperature 150 celsius, time 10 minute. Yields the product C(C(C)C)OC1=CC(=NC=N1)N1CCN(CC1)C(=O)C1=NN(C(=C1)C=1C=NC(=CC1)OC)C ((4-(6-isobutoxypyrimidin-4-yl)piperazin-1-yl)(5-(6-methoxypyridin-3-yl)-1-methyl-1H-pyrazol-3-yl)methanone). As a reaction SMILES: I[C:2]1[N:6]([CH3:7])[N:5]=[C:4]([C:8]([N:10]2[CH2:15][CH2:14][N:13]([C:16]3[CH:21]=[C:20]([O:22][CH2:23][CH:24]([CH3:26])[CH3:25])[N:19]=[CH:18][N:17]=3)[CH2:12][CH2:11]2)=[O:9])[CH:3]=1.[CH3:27][O:28][C:29]1[N:34]=[CH:33][C:32](B(O)O)=[CH:31][CH:30]=1.C1(P(C2C=CC=CC=2)C2C=CC=CC=2)C=CC=CC=1.C(=O)([O-])[O-].[Na+].[Na+]>O1CCOCC1.C1COCC1.O.C([O-])(=O)C.[Pd+2].C([O-])(=O)C>[CH2:23]([O:22][C:20]1[N:19]=[CH:18][N:17]=[C:16]([N:13]2[CH2:14][CH2:15][N:10]([C:8]([C:4]3[CH:3]=[C:2]([C:32]4[CH:33]=[N:34][C:29]([O:28][CH3:27])=[CH:30][CH:31]=4)[N:6]([CH3:7])[N:5]=3)=[O:9])[CH2:11][CH2:12]2)[CH:21]=1)[CH:24]([CH3:26])[CH3:25] |f:3.4.5,6.7.8,9.10.11|. Reported procedure: A mixture of (5-iodo-1-methyl-1H-pyrazol-3-yl) (4-(6-isobutoxypyrimidin-4-yl)piperazin-1-yl)methanone (20 mg, 0.043 mmol), (6-methoxypyridin-3-yl)boronic acid (8.5 mg, 0.055 mmol), palladium acetate (1.9 mg), triphenylphosphine (4.5 mg), and sodium carbonate (18 mg, 0.17 mmol) in dioxane-THF-water (1.6 mL, 1:0.3:0.3) was stirred at 150° C. for 10 min under microwave irradiation. After cooling to rt, the mixture was poured onto water, and the aqueous layer was extracted with EtOAc (three times). ... Product: COc1cc(COc2nn(C)cc2C(C)O)ccc1OCc1nc(-c2ccccc2)oc1C. As a reaction SMILES: [Br-:33].[CH3:1][O:2][c:3]1[cH:4][c:5]([CH2:6][O:7][c:8]2[n:9][n:10]([CH3:15])[cH:11][c:12]2[CH:13]=[O:14])[cH:16][cH:17][c:18]1[O:19][CH2:20][c:21]1[n:22][c:23](-[c:27]2[cH:28][cH:29][cH:30][cH:31][cH:32]2)[o:24][c:25]1[CH3:26].[CH3:34][Mg+:35].[ClH:36].[O:37]1[CH2:38][CH2:39][CH2:40][CH2:41]1>>[CH3:1][O:2][c:3]1[cH:4][c:5]([CH2:6][O:7][c:8]2[n:9][n:10]([CH3:15])[cH:11][c:12]2[CH:13]([OH:14])[CH3:34])[cH:16][cH:17][c:18]1[O:19][CH2:20][c:21]1[n:22][c:23](-[c:27]2[cH:28][cH:29][cH:30][cH:31][cH:32]2)[o:24][c:25]1[CH3:26]. Reactants: [Br-], COc1cc(COc2nn(C)cc2C=O)ccc1OCc1nc(-c2ccccc2)oc1C, C[Mg+], Cl, C1CCOC1. The reactants are BrC1=C(CN(CC)CC)C=C(C(=C1)F)F ((2-bromo-4,5-difluorobenzyl)diethylamine), C([O-])([O-])=O.[K+].[K+] (potassium carbonate), O (water), NC1=NC2=CC=C(C=C2C(=N1)C(=O)N1CC2=CC=CC=C2C1)B1OC(C(O1)(C)C)(C)C ([2-amino-6-(4,4,5,5-tetramethyl-1,3,2-dioxaborolan-2-yl)quinazolin-4-yl]-(1,3-dihydroisoindol-2-yl)methanone). Reagents/catalysts: C1=CC=C(C=C1)P([C-]2C=CC=C2)C3=CC=CC=C3.C1=CC=C(C=C1)P([C-]2C=CC=C2)C3=CC=CC=C3.Cl[Pd]Cl.[Fe+2] ([1,1′-bis(diphenylphosphino)ferrocene]-palladium(II) dichloride). The solvent is C(C)O (ethanol). Reaction conditions: temperature 120 celsius. Product: NC1=NC2=CC=C(C=C2C(=N1)C(=O)N1CC2=CC=CC=C2C1)C1=C(C=C(C(=C1)F)F)CN(CC)CC ({2-Amino-6-[2-(diethylaminomethyl)-4,5-difluorophenyl]quinazolin-4-yl}-(1,3-dihydroisoindol-2-yl)methanone). As a reaction SMILES: Br[C:2]1[CH:13]=[C:12]([F:14])[C:11]([F:15])=[CH:10][C:3]=1[CH2:4][N:5]([CH2:8][CH3:9])[CH2:6][CH3:7].C(=O)([O-])[O-].[K+].[K+].O.[NH2:23][C:24]1[N:33]=[C:32]([C:34]([N:36]2[CH2:44][C:43]3[C:38](=[CH:39][CH:40]=[CH:41][CH:42]=3)[CH2:37]2)=[O:35])[C:31]2[C:26](=[CH:27][CH:28]=[C:29](B3OC(C)(C)C(C)(C)O3)[CH:30]=2)[N:25]=1>C(O)C.C1C=CC(P(C2C=CC=CC=2)[C-]2C=CC=C2)=CC=1.C1C=CC(P(C2C=CC=CC=2)[C-]2C=CC=C2)=CC=1.Cl[Pd]Cl.[Fe+2]>[NH2:23][C:24]1[N:33]=[C:32]([C:34]([N:36]2[CH2:37][C:38]3[C:43](=[CH:42][CH:41]=[CH:40][CH:39]=3)[CH2:44]2)=[O:35])[C:31]2[C:26](=[CH:27][CH:28]=[C:29]([C:2]3[CH:13]=[C:12]([F:14])[C:11]([F:15])=[CH:10][C:3]=3[CH2:4][N:5]([CH2:8][CH3:9])[CH2:6][CH3:7])[CH:30]=2)[N:25]=1 |f:1.2.3,7.8.9.10|. Reported procedure: 148 mg of (2-bromo-4,5-difluorobenzyl)diethylamine, 170 mg of potassium carbonate, 7 μl of water and 17 mg of [1,1′-bis(diphenylphosphino)ferrocene]-palladium(II) dichloride are added to a solution of 170 mg of [2-amino-6-(4,4,5,5-tetramethyl-1,3,2-dioxaborolan-2-yl)quinazolin-4-yl]-(1,3-dihydroisoindol-2-yl)methanone in 4 ml of ethanol under argon. The mixture is heated at 120° C. for 30 min; the hot mixture is filtered through kieselguhr, and the filtrate is evaporated and purified by chromato... The reactants are c1c(ncc(c1)[S@@](O)=O)OC, c12c(ccc(c1)Br)nccc2. Reagents/catalysts: c1ccc(cc1)-c2c3ccccc3cc4ccccc24 (9-Phenylanthracene), C(=O)([O-])[O-].[Cs+].[Cs+] (Cs2CO3), p1(oc2c(c3c(o1)ccc1c3cccc1)c1c(cc2)cccc1)N(CC)CC (phosphoramidite), c12c(C(C(CS1(=O)=O)C(Nc1ccc(cc1)CCCCCCCCCC)=O)=O)cccc2 (Pd(MeCN)2OTs2). Solvent: C1COCCO1 (Dioxane). Reaction conditions: temperature 100 celsius, time 18 hour. Yields the product COc1ccc(cn1)c2ccc3ncccc3c2. As a reaction SMILES: Br[c:1]1[cH:10][c:9]([c:4]2[cH:3][cH:2]1)[cH:8][cH:7][cH:6][n:5]2.[CH3:11][O:12][c:13]1[n:18][cH:17][c:16](S(O)=O)[cH:15][cH:14]1>>[CH3:11][O:12][c:13]1[n:18][cH:17][c:16]([c:1]2[cH:10][c:9]([c:4]3[cH:3][cH:2]2)[cH:8][cH:7][cH:6][n:5]3)[cH:15][cH:14]1. The reactants are C(=O)(O)C=1C(SSC1C1=NC=CN=C1)=S (4-carboxy-5-(pyrazin-2-yl)-1,2-dithiole-3-thione), C(C)OC(=O)N1C(C=CC2=CC=CC=C12)OCC (1-ethoxycarbonyl-2-ethoxy-1,2-dihydroquinoline), N (ammonia). The solvent is C(Cl)Cl (methylene chloride), CO (methanol), CN(C=O)C (dimethylformamide). Run at temperature 20 celsius, time 5 hour. Yields the product C(N)(=O)C=1C(SSC1C1=NC=CN=C1)=S (4-carbamoyl-5-(pyrazin-2-yl)-1,2-dithiole-3-thione). Isolated yield 51.6%. RXN SMILES: [C:1]([C:4]1[C:5](=[S:15])[S:6][S:7][C:8]=1[C:9]1[CH:14]=[N:13][CH:12]=[CH:11][N:10]=1)(O)=[O:2].C(OC([N:21]1C2C(=CC=CC=2)C=CC1OCC)=O)C.N>C(Cl)Cl.CO.CN(C)C=O>[C:1]([C:4]1[C:5](=[S:15])[S:6][S:7][C:8]=1[C:9]1[CH:14]=[N:13][CH:12]=[CH:11][N:10]=1)(=[O:2])[NH2:21]. Procedure details: A suspension of 4-carboxy-5-(pyrazin-2-yl)-1,2-dithiole-3-thione (12.8 g) [prepared as described in Example 32] and 1-ethoxycarbonyl-2-ethoxy-1,2-dihydroquinoline (13.25 g) in methylene chloride (40 cc) is stirred for 5 hours at a temperature of about 20° C. A solution (15 c) of 4N ammonia in methanol is added over a period of 10 minutes to the solution obtained, and the reaction mixture is stirred for a further 5 minutes at a temperature of about 20° C. The insoluble product is filtered off and... Reactants: O=C([O-])O, CCO, CCOC(=O)Cc1c(-c2ccccc2)c2cc(CN3CCN(c4ccccc4)CC3)c(Cl)cc2oc1=O, Cl, Cl, [Na+], [Na+], [OH-]. The product is O=C(O)Cc1c(-c2ccccc2)c2cc(CN3CCN(c4ccccc4)CC3)c(Cl)cc2oc1=O. As a reaction SMILES: [C:42](=[O:43])([O-:44])[OH:45].[CH3:47][CH2:48][OH:49].[Cl:2][c:3]1[c:4]([CH2:26][N:27]2[CH2:28][CH2:29][N:30]([c:33]3[cH:34][cH:35][cH:36][cH:37][cH:38]3)[CH2:31][CH2:32]2)[cH:5][c:6]2[c:7](-[c:20]3[cH:21][cH:22][cH:23][cH:24][cH:25]3)[c:8]([CH2:14][C:15](=[O:16])[O:17][CH2:18][CH3:19])[c:9](=[O:13])[o:10][c:11]2[cH:12]1.[ClH:1].[ClH:41].[Na+:40].[Na+:46].[OH-:39]>>[Cl:2][c:3]1[c:4]([CH2:26][N:27]2[CH2:28][CH2:29][N:30]([c:33]3[cH:34][cH:35][cH:36][cH:37][cH:38]3)[CH2:31][CH2:32]2)[cH:5][c:6]2[c:7](-[c:20]3[cH:21][cH:22][cH:23][cH:24][cH:25]3)[c:8]([CH2:14][C:15](=[O:16])[OH:17])[c:9](=[O:13])[o:10][c:11]2[cH:12]1. Reactants: CC(=O)O, C1CCOC1, C[Si](C)(C)[N-][Si](C)(C)C, CC(C)C1COC(=O)N1C(=O)Cc1ccc(F)cc1, [Na+]. The product is CC(C(=O)N1C(=O)OCC1C(C)C)c1ccc(F)cc1. As a reaction SMILES: [C:30]([OH:31])(=[O:32])[CH3:33].[CH2:34]1[O:35][CH2:36][CH2:37][CH2:38]1.[CH3:21][Si:22]([N-:23][Si:24]([CH3:25])([CH3:26])[CH3:27])([CH3:28])[CH3:29].[F:1][c:2]1[cH:3][cH:4][c:5]([CH2:8][C:9](=[O:10])[N:11]2[C:12](=[O:19])[O:13][CH2:14][CH:15]2[CH:16]([CH3:17])[CH3:18])[cH:6][cH:7]1.[Na+:20]>>[F:1][c:2]1[cH:3][cH:4][c:5]([CH:8]([C:9](=[O:10])[N:11]2[C:12](=[O:19])[O:13][CH2:14][CH:15]2[CH:16]([CH3:17])[CH3:18])[CH3:21])[cH:6][cH:7]1. Starting materials: CC(=O)Oc1c(C(C)(C)C)cc2c(c1C(C)(C)C)CC(C)(COc1ccc(NC(=N)N)cc1)O2, CC(C)C[Al+]CC(C)C, Cc1ccccc1, [Cl-], [H-], [NH4+]. Yields the product CC1(COc2ccc(NC(=N)N)cc2)Cc2c(cc(C(C)(C)C)c(O)c2C(C)(C)C)O1. As a reaction SMILES: [C:1](=[O:2])([CH3:3])[O:4][c:5]1[c:6]([C:31]([CH3:32])([CH3:33])[CH3:34])[cH:7][c:8]2[c:9]([c:26]1[C:27]([CH3:28])([CH3:29])[CH3:30])[CH2:10][C:11]([CH3:13])([CH2:14][O:15][c:16]1[cH:17][cH:18][c:19]([NH:22][C:23](=[NH:24])[NH2:25])[cH:20][cH:21]1)[O:12]2.[CH2:36]([Al+:37][CH2:38][CH:39]([CH3:40])[CH3:41])[CH:42]([CH3:43])[CH3:44].[CH3:47][c:48]1[cH:49][cH:50][cH:51][cH:52][cH:53]1.[Cl-:45].[H-:35].[NH4+:46]>>[OH:4][c:5]1[c:6]([C:31]([CH3:32])([CH3:33])[CH3:34])[cH:7][c:8]2[c:9]([c:26]1[C:27]([CH3:28])([CH3:29])[CH3:30])[CH2:10][C:11]([CH3:13])([CH2:14][O:15][c:16]1[cH:17][cH:18][c:19]([NH:22][C:23](=[NH:24])[NH2:25])[cH:20][cH:21]1)[O:12]2. The reactants are Cl.Cl.ONC(=NCCSCC1=C(N=CN1)C)NC (N-Hydroxy-N'-methyl-N"-[2-((4-methyl-5-imidazolyl)methylthio)ethyl]guanidine dihydrochloride), C(CC)ON (n-propoxyamine), C(CCC)ON (n-butyoxyamine), Cl.Cl.Cl.ON(C(=NCCSCC1=C(N=CN1)C)N)CCSCC1=C(N=CN1)C (N-Hydroxy-N,N"-bis[2-((4-methyl-5-imidazolyl)methylthio)ethyl]guanidine trihydrochloride). Product: Cl.Cl.CNC(=NCCSCC1=C(N=CN1)C)NOCCC (N-methyl-N'-n-propoxy-N"-[2-((4-methyl-5-imidazolyl)methylthio)ethyl]guanidine dihydrochloride), Cl.Cl.CNC(=NCCSCC1=C(N=CN1)C)NOCCCC (N-methyl-N'-n-butoxy-N"-[2-((4-methyl-5-imidazolyl)methylthio)ethyl]guanidine dihydrochloride). As a reaction SMILES: [ClH:1].Cl.[OH:3][NH:4][C:5]([NH:17][CH3:18])=[N:6][CH2:7][CH2:8][S:9][CH2:10][C:11]1[NH:15][CH:14]=[N:13][C:12]=1[CH3:16].[CH2:19](ON)[CH2:20][CH3:21].[CH2:24]([O:28][NH2:29])[CH2:25][CH2:26][CH3:27].Cl.Cl.Cl.O[N:34]([CH2:48]CSCC1NC=NC=1C)[C:35](N)=[N:36][CH2:37][CH2:38][S:39][CH2:40][C:41]1[NH:45][CH:44]=[N:43][C:42]=1[CH3:46]>>[ClH:1].[ClH:1].[CH3:18][NH:17][C:5]([NH:4][O:3][CH2:19][CH2:20][CH3:21])=[N:6][CH2:7][CH2:8][S:9][CH2:10][C:11]1[NH:15][CH:14]=[N:13][C:12]=1[CH3:16].[ClH:1].[ClH:1].[CH3:48][NH:34][C:35]([NH:29][O:28][CH2:24][CH2:25][CH2:26][CH3:27])=[N:36][CH2:37][CH2:38][S:39][CH2:40][C:41]1[NH:45][CH:44]=[N:43][C:42]=1[CH3:46] |f:0.1.2,5.6.7.8,9.10.11,12.13.14|. Reported procedure: Reaction of the isothiourea dihydrochloride of Example 1 (i) with n-propoxyamine and n-butyoxyamine according to the procedure of Example 1 (ii) gave respectively N-methyl-N'-n-propoxy-N"-[2-((4-methyl-5-imidazolyl)methylthio)ethyl]guanidine dihydrochloride and N-methyl-N'-n-butoxy-N"-[2-((4-methyl-5-imidazolyl)methylthio)ethyl]guanidine dihydrochloride.